From a dataset of the Open Reaction Database (ORD), a public repository of structured organic reaction records. describe an organic reaction: reactants, conditions, products, and yield Starting materials: CC(=O)OC(CO)C(OC(C)=O)C(OC(C)=O)C(OC(C)=O)C(=O)COCCOCCN, O=C(O)COCCOCC(=O)O, ClCCl, CC(C)N=C=NC(C)C, Oc1cccc2[nH]nnc12. Yields the product CC(=O)OC(CO)C(OC(C)=O)C(OC(C)=O)C(OC(C)=O)C(=O)COCCOCCNC(=O)COCCOCC(=O)O. RXN SMILES: [C:1]([CH3:2])(=[O:3])[O:4][CH:5]([CH:6]([CH:7]([CH:8]([CH2:9][OH:10])[O:11][C:12]([CH3:13])=[O:14])[O:15][C:16]([CH3:17])=[O:18])[O:19][C:20]([CH3:21])=[O:22])[C:23]([CH2:24][O:25][CH2:26][CH2:27][O:28][CH2:29][CH2:30][NH2:31])=[O:32].[C:33](=[O:34])([OH:35])[CH2:36][O:37][CH2:38][CH2:39][O:40][CH2:41][C:42](=[O:43])[OH:44].[CH2:64]([Cl:65])[Cl:66].[CH:45]([N:46]=[C:47]=[N:48][CH:49]([CH3:50])[CH3:51])([CH3:52])[CH3:53].[OH:54][c:55]1[c:56]2[n:57][n:58][nH:59][c:60]2[cH:61][cH:62][cH:63]1>>[C:1]([CH3:2])(=[O:3])[O:4][CH:5]([CH:6]([CH:7]([CH:8]([CH2:9][OH:10])[O:11][C:12]([CH3:13])=[O:14])[O:15][C:16]([CH3:17])=[O:18])[O:19][C:20]([CH3:21])=[O:22])[C:23]([CH2:24][O:25][CH2:26][CH2:27][O:28][CH2:29][CH2:30][NH:31][C:42]([CH2:41][O:40][CH2:39][CH2:38][O:37][CH2:36][C:33](=[O:34])[OH:35])=[O:43])=[O:32]. RXN SMILES: [C:6]([CH3:7])([CH3:8])([CH3:9])[Si:10]([O:11][CH2:12][c:13]1[cH:14][c:15]([F:19])[n:16][cH:17][cH:18]1)([CH3:20])[CH3:21].[CH3:38][CH2:39][O:40][C:41](=[O:42])[CH3:43].[CH:22]([N-:23][CH:24]([CH3:25])[CH3:26])([CH3:27])[CH3:28].[Cl:30][C:31]([C:32]([Cl:33])([Cl:34])[Cl:35])([Cl:36])[Cl:37].[Li+:29].[O:1]1[CH2:2][CH2:3][CH2:4][CH2:5]1>>[C:6]([CH3:7])([CH3:8])([CH3:9])[Si:10]([O:11][CH2:12][c:13]1[c:14]([Cl:30])[c:15]([F:19])[n:16][cH:17][cH:18]1)([CH3:20])[CH3:21]. The reactants are CC(C)(C)[Si](C)(C)OCc1ccnc(F)c1, CCOC(C)=O, CC(C)[N-]C(C)C, ClC(Cl)(Cl)C(Cl)(Cl)Cl, [Li+], C1CCOC1. The product is CC(C)(C)[Si](C)(C)OCc1ccnc(F)c1Cl. The reactants are OB(O)c1ccccc1 (effective_coupling_partner), CC(C)(C)C(=O)Oc1cccc2ccccc12 (substrate). The reagents and catalysts are PCy3. Conditions: temperature 80 celsius, time 24 hour. Product: c3ccc(c1cccc2ccccc12)cc3. The reactants are CN(C)C=O, O=Cc1ccc2[nH]ccc2c1. Yields the product c1ccc2[nH]ccc2c1. RXN SMILES: [O:12]=[CH:13][N:14]([CH3:15])[CH3:16].[nH:1]1[cH:2][cH:3][c:4]2[cH:5][c:6]([CH:10]=[O:11])[cH:7][cH:8][c:9]12>>[nH:1]1[cH:2][cH:3][c:4]2[cH:5][cH:6][cH:7][cH:8][c:9]12. Starting materials: BrC=1C=C(OC2=CC3=C(N4C(=NS3(=O)=O)CCC4)C=C2)C=CC1 (7-(3-Bromophenoxy)-2,3-dihydro-1H-pyrrolo[2,1-c][1,2,4]benzothiadiazine 5,5-dioxide), O1C=C(C=C1)B(O)O (3-furanboronic acid), C(=O)([O-])[O-].[K+].[K+] (K2CO3), tetrakistriphenylphosphine. The solvent is C(C)O (ethanol), O (water). Reaction conditions: temperature 80 celsius. Yields the product O1C=C(C=C1)C=1C=C(OC2=CC3=C(N4C(=NS3(=O)=O)CCC4)C=C2)C=CC1 (7-[3-(3-Furyl)phenoxy]-2,3-dihydro-1H-pyrrolo[2,1-c][1,2,4]benzothiadiazine 5,5-dioxide). As a reaction SMILES: Br[C:2]1[CH:3]=[C:4]([CH:21]=[CH:22][CH:23]=1)[O:5][C:6]1[CH:20]=[CH:19][C:9]2[N:10]3[CH2:18][CH2:17][CH2:16][C:11]3=[N:12][S:13](=[O:15])(=[O:14])[C:8]=2[CH:7]=1.[O:24]1[CH:28]=[CH:27][C:26](B(O)O)=[CH:25]1.C([O-])([O-])=O.[K+].[K+]>C(O)C.O>[O:24]1[CH:28]=[CH:27][C:26]([C:2]2[CH:3]=[C:4]([CH:21]=[CH:22][CH:23]=2)[O:5][C:6]2[CH:20]=[CH:19][C:9]3[N:10]4[CH2:18][CH2:17][CH2:16][C:11]4=[N:12][S:13](=[O:15])(=[O:14])[C:8]=3[CH:7]=2)=[CH:25]1 |f:2.3.4|. Procedure details: A suspension of the product obtained in Step A of Example 16 (300 mg, 0.76 mmol), 111 mg (0.99 mmol) of 3-furanboronic acid, 137 mg (0.99 mmol) of K2CO3 and 45 mg (0.038 mmol) of tetrakistriphenylphosphine in a mixture of 6 ml of ethanol and 1.8 ml of water is heated at 80° C. for 3 hours under N2. The ethanol is evaporated off in vacuo and the residue is taken up in water and 1N HCl. The precipitate is filtered off to yield the title product. The reactants are stannic chloride, Cl (hydrochloric acid), ice, OC1=C(C(=O)Cl)C=C(C=C1)CC (2-Hydroxy-5-ethylbenzoyl chloride), CC=1SC=CC1 (2-methylthiophene). Solvent: ClCC(Cl)(Cl)Cl (tetrachloroethane), ClCC(Cl)(Cl)Cl (tetrachloroethane). Conditions: time 8 hour. Product: OC1=C(C=C(C=C1)CC)C(=O)C=1SC(=CC1)C ((2-Hydroxy-5-ethylphenyl)(5-methyl-2-thienyl)methanone). RXN SMILES: [OH:1][C:2]1[CH:10]=[CH:9][C:8]([CH2:11][CH3:12])=[CH:7][C:3]=1[C:4](Cl)=[O:5].[CH3:13][C:14]1[S:15][CH:16]=[CH:17][CH:18]=1.Cl>ClCC(Cl)(Cl)Cl>[OH:1][C:2]1[CH:10]=[CH:9][C:8]([CH2:11][CH3:12])=[CH:7][C:3]=1[C:4]([C:16]1[S:15][C:14]([CH3:13])=[CH:18][CH:17]=1)=[O:5]. Procedure: 2-Hydroxy-5-ethylbenzoyl chloride (6.08g, 0.036 mol) and 2-methylthiophene were mixed together in tetrachloroethane (20 ml), and stannic chloride (18.78g, 0.072 mol) in tetrachloroethane (20 ml) was added dropwise with stirring, the temperature of the mixture being at about 20° C. by cooling with an ice bath. The mixture was then stirred at room temperature for 3 hours and left to stand at room temperature overnight. The resulting pink solution was poured into ice and concentrated hydrochloric a... Starting materials: OCC=1C=CC2=C(C=C(C(O2)=O)C(=O)OCC)C1 (ethyl 6-hydroxymethyl-2-oxo-2H-1-benzopyran-3-carboxylate), S(=O)(Cl)Cl (thionyl chloride). The solvent is C(Cl)(Cl)Cl (chloroform). The product is ClCC=1C=CC2=C(C=C(C(O2)=O)C(=O)OCC)C1 (Ethyl 6-chloromethyl-2-oxo-2H-1-benzopyran-3-carboxylate). As a reaction SMILES: O[CH2:2][C:3]1[CH:4]=[CH:5][C:6]2[O:11][C:10](=[O:12])[C:9]([C:13]([O:15][CH2:16][CH3:17])=[O:14])=[CH:8][C:7]=2[CH:18]=1.S(Cl)([Cl:21])=O>C(Cl)(Cl)Cl>[Cl:21][CH2:2][C:3]1[CH:4]=[CH:5][C:6]2[O:11][C:10](=[O:12])[C:9]([C:13]([O:15][CH2:16][CH3:17])=[O:14])=[CH:8][C:7]=2[CH:18]=1. Reported procedure: A mixture of 1 g of ethyl 6-hydroxymethyl-2-oxo-2H-1-benzopyran-3-carboxylate (3.9 mmol) and 10 ml of thionyl chloride is refluxed for 3 h. The solution obtained is evaporated under reduced pressure. The residue is re-suspended in 10 ml of dry toluene and the solvent is evaporated off under reduced pressure. The last two steps are repeated twice. The residue obtained is taken up in chloroform and the organic phase is washed three times with 0.1 N HCl solution and then dried over MgSO4. The solve...